This data is from the Open Reaction Database (ORD), a public repository of structured organic reaction records. The task is: describe an organic reaction: reactants, conditions, products, and yield Reactants: CNCC=C1CC2(CCCC2)c2ccccc21, CCOCC, O=C(OC(=O)C(F)(F)F)C(F)(F)F, [Na+], [Na+], O=C([O-])[O-]. Product: CNCC(O)C1=CC2(CCCC2)c2ccccc21. RXN SMILES: [CH3:1][NH:2][CH2:3][CH:4]=[C:5]1[CH2:6][C:7]2([CH2:8][CH2:9][CH2:10][CH2:11]2)[c:12]2[cH:13][cH:14][cH:15][cH:16][c:17]21.[CH3:37][CH2:38][O:39][CH2:40][CH3:41].[F:18][C:19]([F:20])([F:22])[C:23](=[O:21])[O:24][C:25](=[O:26])[C:27]([F:28])([F:29])[F:30].[Na+:31].[Na+:32].[O-:33][C:34](=[O:35])[O-:36]>>[CH3:1][NH:2][CH2:3][CH:4]([C:5]1=[CH:6][C:7]2([CH2:8][CH2:9][CH2:10][CH2:11]2)[c:12]2[cH:13][cH:14][cH:15][cH:16][c:17]21)[OH:21]. The reactants are Cl, O=C(c1ccc(F)cc1)C1CCNCC1, O=S(=O)(Cl)c1ccccc1, c1ccncc1. The product is O=C(c1ccc(F)cc1)C1CCN(S(=O)(=O)c2ccccc2)CC1. RXN SMILES: [ClH:1].[F:2][c:3]1[cH:4][cH:5][c:6]([C:7](=[O:8])[CH:9]2[CH2:10][CH2:11][NH:12][CH2:13][CH2:14]2)[cH:15][cH:16]1.[c:17]1([S:23](=[O:24])(=[O:25])[Cl:26])[cH:18][cH:19][cH:20][cH:21][cH:22]1.[cH:27]1[cH:28][cH:29][n:30][cH:31][cH:32]1>>[F:2][c:3]1[cH:4][cH:5][c:6]([C:7](=[O:8])[CH:9]2[CH2:10][CH2:11][N:12]([S:23]([c:17]3[cH:18][cH:19][cH:20][cH:21][cH:22]3)(=[O:24])=[O:25])[CH2:13][CH2:14]2)[cH:15][cH:16]1.